Task: describe an organic reaction: reactants, conditions, products, and yield. Dataset: the Open Reaction Database (ORD), a public repository of structured organic reaction records Starting materials: CC=1C=CC2=C(NC3=C(N(C2=O)C)C=CC=C3)N1 (6,11-dihydro-2,6-dimethyl-5H-pyrido[2,3-b][1,5]benzodiazepin-5-one), [H-].[Na+] (sodium hydride), C(C)N(CCCl)CC (2-diethylaminoethyl chloride). Run in CN(C=O)C (dimethyl formamide), CN(C=O)C (dimethyl formamide). Reaction conditions: time 30 minute. Product: C(C)N(CCN1C2=C(C(N(C3=C1C=CC=C3)C)=O)C=CC(=N2)C)CC (11-(2-Diethylamino-ethyl)-6,11-dihydro-2,6-dimethyl-5H-pyrido-[2,3-b][1,5]benzodiazepin-5-one). Reaction SMILES: [CH3:1][C:2]1[CH:3]=[CH:4][C:5]2[C:11](=[O:12])[N:10]([CH3:13])[C:9]3[CH:14]=[CH:15][CH:16]=[CH:17][C:8]=3[NH:7][C:6]=2[N:18]=1.[H-].[Na+].[CH2:21]([N:23]([CH2:27][CH3:28])[CH2:24][CH2:25]Cl)[CH3:22]>CN(C)C=O>[CH2:21]([N:23]([CH2:27][CH3:28])[CH2:24][CH2:25][N:7]1[C:8]2[CH:17]=[CH:16][CH:15]=[CH:14][C:9]=2[N:10]([CH3:13])[C:11](=[O:12])[C:5]2[CH:4]=[CH:3][C:2]([CH3:1])=[N:18][C:6]1=2)[CH3:22] |f:1.2|. Reported procedure: A mixture consisting of 7.2 gm of 6,11-dihydro-2,6-dimethyl-5H-pyrido[2,3-b][1,5]benzodiazepin-5-one, 70 ml of dimethyl formamide and 1.9 gm of 50% sodium hydride in mineral oil was stirred at 30° to 50° C. in a nitrogen atmosphere for 30 minutes. Thereafter, a solution of 6.8 gm of 2-diethylaminoethyl chloride in 30 ml of dimethyl formamide was added dropwise, and the mixture was stirred at 100° C. for 2 hours and then evaporated in vacuo. The residue was admixed with an aqueous potassium carbo... Product: NC1=NC(=CC(=N1)N1C[C@H](CC[C@H]1C)C(=O)NCCC1=CC=CC=C1)C1=CC=C2C(=NNC2=C1)N ((3S,6R)-1-[2-Amino-6-(3-amino-1H-indazol-6-yl)-4-pyrimidinyl]-6-methyl-N-(2-phenylethyl)-3-piperidinecarboxamide). Isolated yield 15.3%. As a reaction SMILES: [NH2:1][C:2]1[N:7]=[C:6]([N:8]2[C@H:13]([CH3:14])[CH2:12][CH2:11][C@H:10]([C:15]([NH:17][CH2:18][CH2:19][C:20]3[CH:25]=[CH:24][CH:23]=[CH:22][CH:21]=3)=[O:16])[CH2:9]2)[CH:5]=[C:4]([C:26]2[CH:31]=[CH:30][C:29]([C:32]#[N:33])=[C:28](F)[CH:27]=2)[N:3]=1.CCO.CCN(C(C)C)C(C)C.[NH2:47][NH2:48]>O.CO>[NH2:1][C:2]1[N:7]=[C:6]([N:8]2[C@H:13]([CH3:14])[CH2:12][CH2:11][C@H:10]([C:15]([NH:17][CH2:18][CH2:19][C:20]3[CH:25]=[CH:24][CH:23]=[CH:22][CH:21]=3)=[O:16])[CH2:9]2)[CH:5]=[C:4]([C:26]2[CH:27]=[C:28]3[C:29]([C:32]([NH2:33])=[N:47][NH:48]3)=[CH:30][CH:31]=2)[N:3]=1. Run in O (Water), CO (CH3OH). Reaction conditions: temperature 110 celsius, time 8 hour. Reactants: NC1=NC(=CC(=N1)N1C[C@H](CC[C@H]1C)C(=O)NCCC1=CC=CC=C1)C1=CC(=C(C=C1)C#N)F ((3S,6R)-1-[2-amino-6-(4-cyano-3-fluorophenyl)-4-pyrimidinyl]-6-methyl-N-(2-phenylethyl)-3-piperidinecarboxamide), CCO (EtOH), CCN(C(C)C)C(C)C (Hunig's base), NN (hydrazine). Procedure: Into a microwave tube, (3S,6R)-1-[2-amino-6-(4-cyano-3-fluorophenyl)-4-pyrimidinyl]-6-methyl-N-(2-phenylethyl)-3-piperidinecarboxamide (197.7 mg, 0.431 mmol), 5 mL of EtOH, Hunig's base (0.289 mL, 1.653 mmol), and hydrazine anhydrous (0.078 mL, 2.480 mmol) were added, and the yellow suspension mixture was heated overnight at 110° C. in an oil bath. When the temperature of the reaction reached to 100° C., the solid in the mixture was all dissolved. After overnight, there was a yellow suspension a... Starting materials: O=C(c1ccccc1)C1CCNCC1, CC=O, [Cl-], ClCCl, [Na+], [Na+], [OH-]. Product: OC(c1ccccc1)C1CCNCC1. Reaction SMILES: [C:1]([c:2]1[cH:3][cH:4][cH:5][cH:6][cH:7]1)(=[O:8])[CH:9]1[CH2:10][CH2:11][NH:12][CH2:13][CH2:14]1.[CH:15](=[O:16])[CH3:17].[Cl-:20].[Cl:22][CH2:23][Cl:24].[Na+:19].[Na+:21].[OH-:18]>>[CH:1]([c:2]1[cH:3][cH:4][cH:5][cH:6][cH:7]1)([OH:8])[CH:9]1[CH2:10][CH2:11][NH:12][CH2:13][CH2:14]1. The product is CC(C)Cc1csc2ccc(F)cc12. Reactants: [Br-], Fc1ccc2scc(CBr)c2c1, C1CCOC1, CC(C)[Mg+]. Reaction SMILES: [Br-:13].[Br:1][CH2:2][c:3]1[cH:4][s:5][c:6]2[c:7]1[cH:8][c:9]([F:12])[cH:10][cH:11]2.[CH2:18]1[O:19][CH2:20][CH2:21][CH2:22]1.[CH:14]([CH3:15])([CH3:16])[Mg+:17]>>[CH2:2]([c:3]1[cH:4][s:5][c:6]2[c:7]1[cH:8][c:9]([F:12])[cH:10][cH:11]2)[CH:14]([CH3:15])[CH3:16]. The product is CC(Cc1cc(F)cc2cc(Br)oc12)NC(=O)OC(C)(C)C. Reaction SMILES: [Br:27][CH:28]([Br:29])[CH3:30].[C:1]([CH3:2])([CH3:3])([CH3:4])[O:5][C:6](=[O:7])[NH:8][CH:9]([CH2:10][c:11]1[cH:12][c:13]([F:20])[cH:14][c:15]2[cH:16][cH:17][o:18][c:19]12)[CH3:21].[C:31](=[O:32])([OH:33])[O-:34].[CH2:22]([Li:23])[CH2:24][CH2:25][CH3:26].[CH3:41][CH2:42][O:43][CH2:44][CH3:45].[Na+:35].[O:36]1[CH2:37][CH2:38][CH2:39][CH2:40]1>>[C:1]([CH3:2])([CH3:3])([CH3:4])[O:5][C:6](=[O:7])[NH:8][CH:9]([CH2:10][c:11]1[cH:12][c:13]([F:20])[cH:14][c:15]2[cH:16][c:17]([Br:27])[o:18][c:19]12)[CH3:21]. Starting materials: CC(Br)Br, CC(Cc1cc(F)cc2ccoc12)NC(=O)OC(C)(C)C, O=C([O-])O, [Li]CCCC, CCOCC, [Na+], C1CCOC1.